From a dataset of the Open Reaction Database (ORD), a public repository of structured organic reaction records. describe an organic reaction: reactants, conditions, products, and yield Starting materials: COC(C1=C(N=CC=C1)Cl)=O (2-chloro-nicotinic acid methyl ester), N1(CCOCC1)CCCN (3-morpholin-4-yl-propylamine), C(CC1=CC=CC=C1)N (phenethylamine). Yields the product N1(CCOCC1)CCCNC1=C(C(=O)NCCC2=CC=CC=C2)C=CC=N1 (2-(3-Morpholin-4-yl-propylamino)-N-phenethyl-nicotinamide). RXN SMILES: CO[C:3](=[O:11])[C:4]1[CH:9]=[CH:8][CH:7]=[N:6][C:5]=1Cl.[N:12]1([CH2:18][CH2:19][CH2:20][NH2:21])[CH2:17][CH2:16][O:15][CH2:14][CH2:13]1.[CH2:22]([NH2:30])[CH2:23][C:24]1[CH:29]=[CH:28][CH:27]=[CH:26][CH:25]=1>>[N:12]1([CH2:18][CH2:19][CH2:20][NH:21][C:5]2[N:6]=[CH:7][CH:8]=[CH:9][C:4]=2[C:3]([NH:30][CH2:22][CH2:23][C:24]2[CH:29]=[CH:28][CH:27]=[CH:26][CH:25]=2)=[O:11])[CH2:17][CH2:16][O:15][CH2:14][CH2:13]1. Procedure: The title compound was prepared in analogy to example 1, but starting from 2-chloro-nicotinic acid methyl ester and subsequently using 3-morpholin-4-yl-propylamine in the first step and phenethylamine in the third step. Starting materials: CSC1=[N+]2Cc3ccccc3CC2CS1, [I-], Nc1cccc(N)n1, c1ccncc1. Yields the product Nc1cccc(N=C2SCC3Cc4ccccc4CN23)n1. RXN SMILES: [CH3:2][S:3][C:4]1=[N+:8]2[CH:7]([CH2:6][S:5]1)[CH2:16][c:15]1[c:10]([cH:11][cH:12][cH:13][cH:14]1)[CH2:9]2.[I-:1].[NH2:17][c:18]1[n:19][c:20]([NH2:24])[cH:21][cH:22][cH:23]1.[cH:25]1[cH:26][cH:27][n:28][cH:29][cH:30]1>>[C:4]1(=[N:24][c:20]2[n:19][c:18]([NH2:17])[cH:23][cH:22][cH:21]2)[S:5][CH2:6][CH:7]2[N:8]1[CH2:9][c:10]1[cH:11][cH:12][cH:13][cH:14][c:15]1[CH2:16]2. Reactants: [C+4], CCOC(C)=O, COc1cc2nccc(Oc3ccc([N+](=O)[O-])cc3)c2cc1OC, CN(C)C=O, [OH-], [OH-], [OH-], [OH-], [OH-], [OH-], [Pd+2]. Product: COc1cc2nccc(Oc3ccc(N)cc3)c2cc1OC. As a reaction SMILES: [C+4:36].[C:25]([O:26][CH2:27][CH3:28])(=[O:29])[CH3:30].[CH3:1][O:2][c:3]1[cH:4][c:5]2[c:6]([O:15][c:16]3[cH:17][cH:18][c:19]([N+:22]([O-:23])=[O:24])[cH:20][cH:21]3)[cH:7][cH:8][n:9][c:10]2[cH:11][c:12]1[O:13][CH3:14].[CH3:31][N:32]([CH3:33])[CH:34]=[O:35].[OH-:37].[OH-:39].[OH-:40].[OH-:41].[OH-:42].[OH-:43].[Pd+2:38]>>[CH3:1][O:2][c:3]1[cH:4][c:5]2[c:6]([O:15][c:16]3[cH:17][cH:18][c:19]([NH2:22])[cH:20][cH:21]3)[cH:7][cH:8][n:9][c:10]2[cH:11][c:12]1[O:13][CH3:14].